This data is from the Open Reaction Database (ORD), a public repository of structured organic reaction records. The task is: describe an organic reaction: reactants, conditions, products, and yield Procedure: To a solution of ethyl 8-chloro-6-methoxy-2-(trifluoromethyl)-2H-chromene-3-carboxylate prepared as in U.S. Pat. No. 6,271,253 B1 Example 40 (2.32 g, 6.89 mmole) in glacial acetic acid (100 mL) was added Cl2 gas for 0.5 minutes. After standing for 20 min, the solvent was removed in vacuo and the remaining acetic acid was azeotroped with hexanes to give a crystalline solid containing a mixture of regioisomers. The crude product was purified by recrystallization from ethyl acetate-hexanes to give ... Reactants: ClC=1C=C(C=C2C=C(C(OC12)C(F)(F)F)C(=O)OCC)OC (ethyl 8-chloro-6-methoxy-2-(trifluoromethyl)-2H-chromene-3-carboxylate), ClCl (Cl2), 6,271,253 B1, Example 40. Yields the product ClC1=C2C=C(C(OC2=C(C=C1OC)Cl)C(F)(F)F)C(=O)OCC (ethyl 5,8-dichloro-6-methoxy-2-(trifluoromethyl)-2H-chromene-3-carboxylate). Solvent: C(C)(=O)O (acetic acid). Reaction SMILES: [Cl:1][C:2]1[CH:3]=[C:4]([O:21][CH3:22])[CH:5]=[C:6]2[C:11]=1[O:10][CH:9]([C:12]([F:15])([F:14])[F:13])[C:8]([C:16]([O:18][CH2:19][CH3:20])=[O:17])=[CH:7]2.[Cl:23]Cl>C(O)(=O)C>[Cl:23][C:5]1[C:4]([O:21][CH3:22])=[CH:3][C:2]([Cl:1])=[C:11]2[C:6]=1[CH:7]=[C:8]([C:16]([O:18][CH2:19][CH3:20])=[O:17])[CH:9]([C:12]([F:15])([F:14])[F:13])[O:10]2. Isolated yield 7.4%. Run at time 20 minute. The solvent is C(C)OCC (diethyl ether). Reaction SMILES: [NH:1]1[C:5]2[CH:6]=[CH:7][CH:8]=[CH:9][C:4]=2[N:3]=[N:2]1.[NH2:10][C:11]1[CH:16]=[CH:15][CH:14]=[CH:13][CH:12]=1.[CH:17](=O)[CH3:18]>C(OCC)C>[CH3:17][CH:18]([N:1]1[C:5]2[CH:6]=[CH:7][CH:8]=[CH:9][C:4]=2[N:3]=[N:2]1)[NH:10][C:11]1[CH:16]=[CH:15][CH:14]=[CH:13][CH:12]=1. Reaction conditions: time 15 minute. The yield is 93.6%. Procedure: In the published manner (J. Org Chem. 1995, 60, 3993), benzotriazole (11.9 g, 100 mmol) and aniline (9.1 ml, 100 mmol) were dissolved in diethyl ether (200 ml), and acetaldehyde (6.1 ml, 110 mmol) was added dropwise thereto on ice. The reaction mixture was stirred at room temperature for 15 minutes and then allowed to stand overnight at −20° C. The crystallized product was collected by filtration, washed with diethyl ether and then dried to give α-methyl-N-phenyl-1H-benzotriazole-1-methanamine (... Product: CC(NC1=CC=CC=C1)N1N=NC2=C1C=CC=C2 (α-methyl-N-phenyl-1H-benzotriazole-1-methanamine). The reactants are N1N=NC2=C1C=CC=C2 (benzotriazole), NC1=CC=CC=C1 (aniline), C(C)=O (acetaldehyde). Starting materials: COC=1C=C(C=O)C=C(C1O)OC (3,5-dimethoxy-4-hydroxybenzaldehyde), CN1C(=O)NC(=O)C1 (1-methyl hydantoin). Product: COC=1C=C(C=C(C1O)OC)C=C1C(NC(N1C)=O)=O (5-[(3,5-Dimethoxy-4-hydroxyphenyl)methylene]-1-methyl-2,4-imidazolidinedione). Isolated yield 33.5%. Reaction SMILES: [CH3:1][O:2][C:3]1[CH:4]=[C:5]([CH:8]=[C:9]([O:12][CH3:13])[C:10]=1[OH:11])[CH:6]=O.[CH3:14][N:15]1[CH2:21][C:19](=[O:20])[NH:18][C:16]1=[O:17]>>[CH3:1][O:2][C:3]1[CH:4]=[C:5]([CH:6]=[C:21]2[N:15]([CH3:14])[C:16](=[O:17])[NH:18][C:19]2=[O:20])[CH:8]=[C:9]([O:12][CH3:13])[C:10]=1[OH:11]. Procedure details: Prepared according to the procedure described in Example 99 using 3,5-dimethoxy-4-hydroxybenzaldehyde (5.8 g, 31 mmoles) and 1-methyl hydantoin (3.5 g, 30 mmoles). Recrystallization from ethanol gave the pure product (2.8 g),mp 194°-196° C. The reactants are CS(=O)(=O)O.C(C1=CC=CC=C1)N(C)CC(=O)C1=CC(=C(C=C1)O)O (3,4-dihydroxyphenyl N-benzyl-N-methylaminomethyl ketone methanesulfonate), CC(C(=O)Cl)(CCC)C (2,2-dimethylpentanoyl chloride). Solvent: CC(C(=O)O)(CCC)C (2,2-dimethylpentanoic acid). The product is CS(=O)(=O)O.C(C1=CC=CC=C1)N(C)CC(=O)C1=CC(=C(C=C1)OC(C(CCC)(C)C)=O)OC(C(CCC)(C)C)=O (3,4-bis(2,2-dimethylpentanoyloxy)phenyl N-benzyl-N-methylaminomethyl ketone methanesulfonate). As a reaction SMILES: [CH3:1][S:2]([OH:5])(=[O:4])=[O:3].[CH2:6]([N:13]([CH2:15][C:16]([C:18]1[CH:23]=[CH:22][C:21]([OH:24])=[C:20]([OH:25])[CH:19]=1)=[O:17])[CH3:14])[C:7]1[CH:12]=[CH:11][CH:10]=[CH:9][CH:8]=1.[CH3:26][C:27]([CH3:34])([CH2:31][CH2:32][CH3:33])[C:28](Cl)=[O:29]>CC(C)(CCC)C(O)=O>[CH3:1][S:2]([OH:5])(=[O:4])=[O:3].[CH2:6]([N:13]([CH2:15][C:16]([C:18]1[CH:23]=[CH:22][C:21]([O:24][C:28](=[O:29])[C:27]([CH3:34])([CH3:26])[CH2:31][CH2:32][CH3:33])=[C:20]([O:25][C:28](=[O:29])[C:27]([CH3:34])([CH3:26])[CH2:31][CH2:32][CH3:33])[CH:19]=1)=[O:17])[CH3:14])[C:7]1[CH:8]=[CH:9][CH:10]=[CH:11][CH:12]=1 |f:0.1,4.5|. Reported procedure: Using a procedure similar to that described above in Example 3A, 3,4-dihydroxyphenyl N-benzyl-N-methylaminomethyl ketone methanesulfonate is reacted with two mole equivalents of 2,2-dimethylpentanoyl chloride in 2,2-dimethylpentanoic acid to yield 3,4-bis(2,2-dimethylpentanoyloxy)phenyl N-benzyl-N-methylaminomethyl ketone methanesulfonate as a white crystalline solid. This salt is debenzylated by catalytic hydrogenation in the presence of palladium-on-charcoal hydrogenation catalyst, in the same... The reactants are CCN(CC)CCN, CO, ClCCl, O=[N+]([O-])c1ccc(F)c(Cl)c1. Yields the product CCN(CC)CCNc1ccc([N+](=O)[O-])cc1Cl. As a reaction SMILES: [CH2:1]([CH3:2])[N:3]([CH2:4][CH2:5][NH2:6])[CH2:7][CH3:8].[CH3:20][OH:21].[Cl:22][CH2:23][Cl:24].[Cl:9][c:10]1[cH:11][c:12]([N+:17](=[O:18])[O-:19])[cH:13][cH:14][c:15]1[F:16]>>[CH2:1]([CH3:2])[N:3]([CH2:4][CH2:5][NH:6][c:15]1[c:10]([Cl:9])[cH:11][c:12]([N+:17](=[O:18])[O-:19])[cH:13][cH:14]1)[CH2:7][CH3:8].